Dataset: the Open Reaction Database (ORD), a public repository of structured organic reaction records. Task: describe an organic reaction: reactants, conditions, products, and yield The reactants are C1=CC=CC1 (cyclopentadiene), FC(C#CC(F)(F)F)(F)F (hexafluorobut-2-yne). Yields the product FC(C1=C2CCC(=C1C(F)(F)F)C2)(F)F (2,3-bis(trifluoromethyl)bicyclo [2.2.1] heptadiene). As a reaction SMILES: [CH:1]1[CH2:5][CH:4]=[CH:3][CH:2]=1.[F:6][C:7]([F:15])([F:14])[C:8]#[C:9][C:10]([F:13])([F:12])[F:11]>>[F:6][C:7]([F:15])([F:14])[C:8]1[C:9]([C:10]([F:13])([F:12])[F:11])=[C:4]2[CH2:5][C:1]=1[CH2:2][CH2:3]2. Reported procedure: Reaction of cyclopentadiene with hexafluorobut-2-yne at 100° C. for 24 hours gives 2,3-bis(trifluoromethyl)bicyclo [2.2.1] heptadiene which, upon hydrogenation over platinum, gives 2,3-bis(trifluoromethyl)bicyclo [2.2.1] heptane. Reactants: ClC1=NC=CC(=N1)OCC(F)(F)F (2-chloro-4-(2,2,2-trifluoroethoxy)-pyrimidine), CN(C)C (trimethylamine), aqueous solution. The solvent is C1(=CC=CC=C1)C (toluene). Run at time 16 hour. Product: C(#N)C1=NC=CC(=N1)OCC(F)(F)F (2-cyano-4-(2,2,2-trifluoroethoxy)-pyrimidine). Isolated yield 77.0%. As a reaction SMILES: Cl[C:2]1[N:7]=[C:6]([O:8][CH2:9][C:10]([F:13])([F:12])[F:11])[CH:5]=[CH:4][N:3]=1.[CH3:14][N:15](C)C>C1(C)C=CC=CC=1>[C:14]([C:2]1[N:7]=[C:6]([O:8][CH2:9][C:10]([F:13])([F:12])[F:11])[CH:5]=[CH:4][N:3]=1)#[N:15]. Procedure: The 2-chloro-4-(2,2,2-trifluoroethoxy)-pyrimidine (142 g) in toluene (330 ml) was added to trimethylamine (140 ml of a 45% aqueous solution) at 0° C. After stirring for 16 hours the organic phase was separated off. The aqueous phase was added to toluene (330 ml) then a solution potassium cyanide (44 g in 170 ml water) was added at 0° C. The reaction mixture was stirred for a further 16 hours and then the organic phase was separated, the aqueous was extracted with ether (2×200 ml) and the combine... The reactants are ClC=1C=C(C(=C(C1)C(C1=C(C(=CC(=C1)Cl)[N+](=O)[O-])O)Cl)O)[N+](=O)[O-] (bis(5-chloro-2-hydroxy-3-nitrophenyl)methyl chloride), C(C(C)C)O (isobutanol), [H-].[Na+] (sodium hydride). RXN SMILES: [Cl:1][C:2]1[CH:3]=[C:4]([N+:22]([O-:24])=[O:23])[C:5]([OH:21])=[C:6]([CH:8](Cl)[C:9]2[CH:14]=[C:13]([Cl:15])[CH:12]=[C:11]([N+:16]([O-:18])=[O:17])[C:10]=2[OH:19])[CH:7]=1.[CH2:25]([OH:29])[CH:26]([CH3:28])[CH3:27].[H-].[Na+]>O>[CH2:25]([O:29][CH:8]([C:9]1[CH:14]=[C:13]([Cl:15])[CH:12]=[C:11]([N+:16]([O-:18])=[O:17])[C:10]=1[OH:19])[C:6]1[CH:7]=[C:2]([Cl:1])[CH:3]=[C:4]([N+:22]([O-:24])=[O:23])[C:5]=1[OH:21])[CH:26]([CH3:28])[CH3:27] |f:2.3|. The product is C(C(C)C)OC(C1=C(C(=CC(=C1)Cl)[N+](=O)[O-])O)C1=C(C(=CC(=C1)Cl)[N+](=O)[O-])O (bis(5-chloro-2-hydroxy-3-nitrophenyl)methyl isobutyl ether). Procedure details: A mixture of bis(5-chloro-2-hydroxy-3-nitrophenyl)methyl chloride (5 g) and isobutanol (50 ml) was stirred at a temperature of 0° C. and sodium hydride (1 g) was added portionwise. On completion of the addition the mixture was stirred for a further hour and poured into water. The aqueous solution was extracted into ether/petroleum ether and the solvents removed by distillation under reduced pressure. The residue was recrystallised from petroleum ether (b.p. 40°-60° C.) to give 4.3 g of bis(5-chl... Run in O (water). The reactants are C(C)(=O)OCC (ethyl acetate), OOS(=O)[O-].[K+] (OXONE), S(=O)(=O)(O[O-])[O-].[K+].[K+] (potassium peroxymonosulfate), CC(C)N1S(NC2=C(C1)C=C(C=C2)SC)(=O)=O (3,4-dihydro-3-(1-methylethyl)-6-(methylthio)-1H-2,1,3-benzothiadiazine-2,2-dioxide). The solvent is O (water), O (water), CC(=O)C.O (acetone water). Reaction conditions: time 30 minute. Yields the product CC(C)N1S(NC2=C(C1)C=C(C=C2)S(=O)(=O)C)(=O)=O (3,4-dihydro-3-(1-methylethyl)-6-(methylsulfonyl)-1H-2,1,3-benzothiadiazine-2,2-dioxide). As a reaction SMILES: OO[S:3]([O-:5])=[O:4].[K+].S([O-])(O[O-])(=O)=O.[K+].[K+].[CH3:15][CH:16]([N:18]1[CH2:23][C:22]2[CH:24]=[C:25](SC)[CH:26]=[CH:27][C:21]=2[NH:20][S:19]1(=[O:31])=[O:30])[CH3:17].[C:32](OCC)(=O)C>O.CC(C)=O.O>[CH3:15][CH:16]([N:18]1[CH2:23][C:22]2[CH:24]=[C:25]([S:3]([CH3:32])(=[O:5])=[O:4])[CH:26]=[CH:27][C:21]=2[NH:20][S:19]1(=[O:31])=[O:30])[CH3:17] |f:0.1,2.3.4,8.9|. Reported procedure: A solution of OXONE® (potassium peroxymonosulfate) (5.65 g, 0.0092 mol) in water was added to a solution of 3,4-dihydro-3-(1-methylethyl)-6-(methylthio)-1H-2,1,3-benzothiadiazine-2,2-dioxide (1 g, 0.0037 mol) in acetone/water (25 ml/2.5 ml) stirring at room temperature. After 30 mins, water (25 ml) and ethyl acetate (50 ml) were added to the mixture. The two layers were separated and the organic layer was then dried (MgSO4) and concentrated in vacuo to afford 3,4-dihydro-3-(1-methylethyl)-6-(met... Reactants: CCOC(=O)CC(C)=O, CCO, Clc1ccc(CCCCCBr)cc1. Product: CCOC(=O)C(CCCCCc1ccc(Cl)cc1)C(C)=O. RXN SMILES: [C:1]([CH2:2][C:3](=[O:4])[CH3:5])(=[O:6])[O:7][CH2:8][CH3:9].[CH3:23][CH2:24][OH:25].[Cl:10][c:11]1[cH:12][cH:13][c:14]([CH2:17][CH2:18][CH2:19][CH2:20][CH2:21][Br:22])[cH:15][cH:16]1>>[C:1]([CH:2]([C:3](=[O:4])[CH3:5])[CH2:21][CH2:20][CH2:19][CH2:18][CH2:17][c:14]1[cH:13][cH:12][c:11]([Cl:10])[cH:16][cH:15]1)(=[O:6])[O:7][CH2:8][CH3:9].